Dataset: the Open Reaction Database (ORD), a public repository of structured organic reaction records. Task: describe an organic reaction: reactants, conditions, products, and yield Reactants: FC(C=1C=C(CN2C(C3=C(NCCC2)N=C(N=C3C3=C(C=CC=C3)C)S(=O)(=O)C)=O)C=C(C1)C(F)(F)F)(F)F (6-[3,5-bis(trifluoromethyl)benzyl]-5,6,7,8,9,10-hexahydro-4-(2-methylphenyl)-2-(methylsulfonyl)-5-oxopyrimido[4,5-b][1,5]diazocine), C(=O)N1CCNCC1 (1-formylpiperazine). The product is FC(C=1C=C(CN2C(C3=C(NCCC2)N=C(N=C3C3=C(C=CC=C3)C)N3CCN(CC3)C=O)=O)C=C(C1)C(F)(F)F)(F)F (6-[3,5-bis(trifluoromethyl)benzyl]-2-(4-formylpiperazine-1-yl)-5,6,7,8,9,10-hexahydro-4-(2-methylphenyl)-5-oxopyrimido[4,5-b][1,5]diazocine). Reported procedure: In a similar manner to Example 1, 6-[3,5-bis(trifluoromethyl)benzyl]-5,6,7,8,9,10-hexahydro-4-(2-methylphenyl)-2-(methylsulfonyl)-5-oxopyrimido[4,5-b][1,5]diazocine (Compound of Reference Example 19; 85.9 mg) was reacted with 1-formylpiperazine(20.6 mg) to obtain 6-[3,5-bis(trifluoromethyl)benzyl]-2-(4-formylpiperazine-1-yl)-5,6,7,8,9,10-hexahydro-4-(2-methylphenyl)-5-oxopyrimido[4,5-b][1,5]diazocine (5.6 mg, 6%). The yield is 6.2%. Reaction SMILES: [F:1][C:2]([F:39])([F:38])[C:3]1[CH:4]=[C:5]([CH:31]=[C:32]([C:34]([F:37])([F:36])[F:35])[CH:33]=1)[CH2:6][N:7]1[CH2:14][CH2:13][CH2:12][NH:11][C:10]2[N:15]=[C:16](S(C)(=O)=O)[N:17]=[C:18]([C:19]3[CH:24]=[CH:23][CH:22]=[CH:21][C:20]=3[CH3:25])[C:9]=2[C:8]1=[O:30].[CH:40]([N:42]1[CH2:47][CH2:46][NH:45][CH2:44][CH2:43]1)=[O:41]>>[F:1][C:2]([F:39])([F:38])[C:3]1[CH:4]=[C:5]([CH:31]=[C:32]([C:34]([F:37])([F:36])[F:35])[CH:33]=1)[CH2:6][N:7]1[CH2:14][CH2:13][CH2:12][NH:11][C:10]2[N:15]=[C:16]([N:45]3[CH2:46][CH2:47][N:42]([CH:40]=[O:41])[CH2:43][CH2:44]3)[N:17]=[C:18]([C:19]3[CH:24]=[CH:23][CH:22]=[CH:21][C:20]=3[CH3:25])[C:9]=2[C:8]1=[O:30]. Starting materials: CC(C)(C)OC(=O)NCCCCO, C1CCOC1, CCOC(=O)N=NC(=O)OCC, COC(=O)c1c(O)cccc1O, c1ccc(P(c2ccccc2)c2ccccc2)cc1. Product: COC(=O)c1c(O)cccc1OCCCCNC(=O)OC(C)(C)C. As a reaction SMILES: [C:13](=[O:14])([O:15][C:16]([CH3:17])([CH3:18])[CH3:19])[NH:20][CH2:21][CH2:22][CH2:23][CH2:24][OH:25].[CH2:57]1[O:58][CH2:59][CH2:60][CH2:61]1.[O:45]=[C:46]([O:47][CH2:48][CH3:49])[N:50]=[N:51][C:52]([O:53][CH2:54][CH3:55])=[O:56].[OH:1][c:2]1[c:3]([C:4](=[O:5])[O:6][CH3:7])[c:8]([OH:12])[cH:9][cH:10][cH:11]1.[c:26]1([P:27]([c:28]2[cH:29][cH:30][cH:31][cH:32][cH:33]2)[c:34]2[cH:35][cH:36][cH:37][cH:38][cH:39]2)[cH:40][cH:41][cH:42][cH:43][cH:44]1>>[OH:1][c:2]1[c:3]([C:4](=[O:5])[O:6][CH3:7])[c:8]([O:12][CH2:24][CH2:23][CH2:22][CH2:21][NH:20][C:13](=[O:14])[O:15][C:16]([CH3:17])([CH3:18])[CH3:19])[cH:9][cH:10][cH:11]1. Starting materials: C(C1=CC=CC=C1)OC1=C(C=C2C(=CC=NC2=C1)OC1=C(C(=C(C=C1)NC(=O)NC1=C(C=CC=C1)OC)C)C)OC (N-(4-{[7-(Benzyloxy)-6-methoxy-4-quinolyl]oxy}-2,3-dimethylphenyl)-N′-(2-methoxyphenyl)urea), CN(C=O)C (N,N-dimethylformamide), [H][H] (hydrogen). The reagents and catalysts are [OH-].[Pd+2].[OH-] (palladium hydroxide). Solvent: C(C)N(CC)CC (triethylamine). Conditions: temperature 70 celsius, time 8 hour. Yields the product COC=1C=C2C(=CC=NC2=CC1OCCOC)OC1=C(C(=C(C=C1)NC(=O)NC1=C(C=CC=C1)OC)C)C (N-(4-{[6-Methoxy-7-(2-methoxyethoxy)-4quinolyl]oxy}-2,3-dimethylphenyl)-N′-(2-methoxyphenyl)-urea). Reaction SMILES: [CH2:1]([O:8][C:9]1[CH:18]=[C:17]2[C:12]([C:13]([O:19][C:20]3[CH:25]=[CH:24][C:23]([NH:26][C:27]([NH:29][C:30]4[CH:35]=[CH:34][CH:33]=[CH:32][C:31]=4[O:36][CH3:37])=[O:28])=[C:22]([CH3:38])[C:21]=3[CH3:39])=[CH:14][CH:15]=[N:16]2)=[CH:11][C:10]=1[O:40][CH3:41])[C:2]1C=CC=CC=1.[H][H].CN(C)[CH:46]=[O:47]>C(N(CC)CC)C.[OH-].[Pd+2].[OH-]>[CH3:41][O:40][C:10]1[CH:11]=[C:12]2[C:17](=[CH:18][C:9]=1[O:8][CH2:1][CH2:2][O:47][CH3:46])[N:16]=[CH:15][CH:14]=[C:13]2[O:19][C:20]1[CH:25]=[CH:24][C:23]([NH:26][C:27]([NH:29][C:30]2[CH:35]=[CH:34][CH:33]=[CH:32][C:31]=2[O:36][CH3:37])=[O:28])=[C:22]([CH3:38])[C:21]=1[CH3:39] |f:4.5.6|. Procedure: N-(4-{[7-(Benzyloxy)-6-methoxy-4-quinolyl]oxy}-2,3-dimethylphenyl)-N′-(2-methoxyphenyl)urea (161 mg) was dissolved in N,N-dimethylformamide (4 ml) and triethylamine (1 ml), and palladium hydroxide (32 mg) was added to the solution. The mixture was stirred in a hydrogen atmosphere at room temperature overnight. The reaction solution was filtered through Celite and was washed with chloroform/methanol. The solvent was removed by distillation under the reduced pressure. A 110 mg portion of the resid... The reactants are CCOc1cc(C(C)(C)C)ncc1C1=NC(C)(c2ccc(Cl)cc2)C(C)(c2ccc(Cl)cc2)N1C(=O)Cl, O=C(C1CCCO1)N1CCNCC1. Product: CCOc1cc(C(C)(C)C)ncc1C1=NC(C)(c2ccc(Cl)cc2)C(C)(c2ccc(Cl)cc2)N1C(=O)N1CCN(C(=O)C2CCCO2)CC1. RXN SMILES: [C:1]([CH3:2])([CH3:3])([CH3:4])[c:5]1[cH:6][c:7]([O:35][CH2:36][CH3:37])[c:8]([C:11]2=[N:15][C:14]([CH3:16])([c:17]3[cH:18][cH:19][c:20]([Cl:23])[cH:21][cH:22]3)[C:13]([CH3:24])([c:25]3[cH:26][cH:27][c:28]([Cl:31])[cH:29][cH:30]3)[N:12]2[C:32](=[O:33])[Cl:34])[cH:9][n:10]1.[N:38]1([C:44](=[O:45])[CH:46]2[O:47][CH2:48][CH2:49][CH2:50]2)[CH2:39][CH2:40][NH:41][CH2:42][CH2:43]1>>[C:1]([CH3:2])([CH3:3])([CH3:4])[c:5]1[cH:6][c:7]([O:35][CH2:36][CH3:37])[c:8]([C:11]2=[N:15][C:14]([CH3:16])([c:17]3[cH:18][cH:19][c:20]([Cl:23])[cH:21][cH:22]3)[C:13]([CH3:24])([c:25]3[cH:26][cH:27][c:28]([Cl:31])[cH:29][cH:30]3)[N:12]2[C:32](=[O:33])[N:41]2[CH2:40][CH2:39][N:38]([C:44](=[O:45])[CH:46]3[O:47][CH2:48][CH2:49][CH2:50]3)[CH2:43][CH2:42]2)[cH:9][n:10]1. Reactants: NN (hydrazine), CC1=C(OC2=C1C(=CC=C2)OCCCNCC=2C=NC=CC2)COC=2C=CC1=C(C=C(O1)C(=O)N1CCNCC1)C2 ([5-(3-methyl-4-{3-[(pyridin-3-ylmethyl)-amino]-propoxy}-benzofuran-2-ylmethoxy)-benzofuran-2-yl]-piperazin-1-yl-methanone), OC1CCN(CC1)C(=O)C=1OC2=C(C1)C=C(C=C2)OCC=2OC1=C(C2C)C(=CC=C1)OCCCNCC=1C=NC=CC1 ((4-hydroxy-piperidin-1-yl)-[5-(3-methyl-4-{3-[(pyridin-3-ylmethyl)-amino]-propoxy}-benzofuran-2-ylmethoxy)-benzofuran-2-yl]-methanone), amine, NO (hydroxylamine), C(#N)[BH3-].[Na+] (sodium cyanoborohydride), [BH4-].[Na+] (sodium borohydride), OC1CCN(CC1)C(=O)C=1OC2=C(C1)C=C(C=C2)OCC=2OC1=C(C2C)C(=CC=C1)OCCCNCC=1C=NC=CC1 ((4-hydroxy-piperidin-1-yl)-[5-(3-methyl-4-{3-[(pyridin-3-ylmethyl)-amino]-propoxy}-benzofuran-2-ylmethoxy)-benzofuran-2-yl]-methanone), CC1=C(OC2=C1C(=CC=C2)OCCCNCC=2C=NC=CC2)COC=2C=CC1=C(C=C(O1)C(=O)N1CCNCC1)C2 ([5-(3-methyl-4-{3-[(pyridin-3-ylmethyl)-amino]-propoxy}-benzofuran-2-ylmethoxy)-benzofuran-2-yl]-piperazin-1-yl-methanone), C(C)OC(=O)C=1OC2=C(C1)C=C(C=C2)OCC=2OC1=C(C2C)C(=CC=C1)OCCCNCC=1C=NC=CC1 (5-[3-methyl-4-[3-[(pyridin-3-ylmethyl)-amino]-propoxyl]-benzofuran-2-ylmethoxy]-benzofuran-2-carboxylic acid ethyl ester), OC1CCN(CC1)C(=O)C=1OC2=C(C1)C=C(C=C2)OCC=2OC1=C(C2C)C(=CC=C1)OCCCNCC=1C=NC=CC1 ((4-hydroxy-piperidin-1-yl)-[5-(3-methyl-4-{3-[(pyridin-3-ylmethyl)-amino]-propoxy}-benzofuran-2-ylmethoxy)-benzofuran-2-yl]-methanone). Reagents/catalysts: [O-2].[O-2].[Mn+4] (manganese dioxide). The product is OC1CCN(CC1)C(=O)C=1OC2=C(C1)C=C(C=C2)OCC=2OC1=C(C2C)C(=CC=C1)OCCCNCC=1C=NC=CC1 ((4-hydroxy-piperidin-1-yl)-[5-(3-methyl-4-{3-[(pyridin-3-ylmethyl)-amino]-propoxy}-benzofuran-2-ylmethoxy)-benzofuran-2-yl]-methanone), C(C)OC(=O)C=1OC2=C(C1)C=C(C=C2)OCC=2OC1=C(C2C2CC2)C(=CC=C1)OCCCNCC=1C=NC=CC1 (5-(3-cyclopropyl-4-{3-[(pyridin-3-ylmethyl)-amino]-propoxy}-benzofuran-2-ylmethoxy)-benzofuran-2-carboxylic acid ethyl ester). RXN SMILES: [OH:1][CH:2]1[CH2:7][CH2:6][N:5]([C:8]([C:10]2[O:11][C:12]3[CH:18]=[CH:17][C:16]([O:19][CH2:20][C:21]4[O:22][C:23]5[CH:30]=[CH:29][CH:28]=[C:27]([O:31][CH2:32][CH2:33][CH2:34][NH:35][CH2:36][C:37]6[CH:38]=[N:39][CH:40]=[CH:41][CH:42]=6)[C:24]=5[C:25]=4[CH3:26])=[CH:15][C:13]=3[CH:14]=2)=[O:9])[CH2:4][CH2:3]1.[CH3:43][C:44]1C2C(OCCCNCC3C=NC=CC=3)=CC=CC=2OC=1COC1C=CC2OC(C(N3CCNCC3)=O)=CC=2C=1.[BH4-].[Na+].C([BH3-])#N.[Na+].[CH2:90]([O:92][C:93]([C:95]1[O:96][C:97]2[CH:103]=[CH:102][C:101]([O:104][CH2:105][C:106]3[O:107][C:108]4[CH:115]=[CH:114][CH:113]=[C:112]([O:116][CH2:117][CH2:118][CH2:119][NH:120][CH2:121][C:122]5[CH:123]=[N:124][CH:125]=[CH:126][CH:127]=5)[C:109]=4[C:110]=3[CH3:111])=[CH:100][C:98]=2[CH:99]=1)=[O:94])[CH3:91].NO.NN>[O-2].[O-2].[Mn+4]>[OH:1][CH:2]1[CH2:3][CH2:4][N:5]([C:8]([C:10]2[O:11][C:12]3[CH:18]=[CH:17][C:16]([O:19][CH2:20][C:21]4[O:22][C:23]5[CH:30]=[CH:29][CH:28]=[C:27]([O:31][CH2:32][CH2:33][CH2:34][NH:35][CH2:36][C:37]6[CH:38]=[N:39][CH:40]=[CH:41][CH:42]=6)[C:24]=5[C:25]=4[CH3:26])=[CH:15][C:13]=3[CH:14]=2)=[O:9])[CH2:6][CH2:7]1.[CH2:90]([O:92][C:93]([C:95]1[O:96][C:97]2[CH:103]=[CH:102][C:101]([O:104][CH2:105][C:106]3[O:107][C:108]4[CH:115]=[CH:114][CH:113]=[C:112]([O:116][CH2:117][CH2:118][CH2:119][NH:120][CH2:121][C:122]5[CH:123]=[N:124][CH:125]=[CH:126][CH:127]=5)[C:109]=4[C:110]=3[CH:111]3[CH2:44][CH2:43]3)=[CH:100][C:98]=2[CH:99]=1)=[O:94])[CH3:91] |f:2.3,4.5,9.10.11|. Procedure: Aldehyde 34 can be obtained from compound 13 by the reaction using an oxidizing agent such as manganese dioxide. Aldehyde 34 can be the starting material for compounds 35, 36, 37, 38, 39, 40, 41, 42, 43 and 44. Amine 35 can be prepared by the reaction of compound 34 with an amine followed by reduction with a reducing agent such as sodium borohydride and sodium cyanoborohydride. Compounds 36 and 37 can be prepared by the reaction of compound 34 and a hydroxylamine derivative (NH2OR8) and a hydraz... Reactants: [Br-], CC[Mg+], Cl, C1CCOC1, COc1cc(COc2nn(-c3ccccc3)cc2C=CC(=O)N(C)OC)ccc1OCc1nc(-c2ccco2)oc1C. Product: CCC(=O)C=Cc1cn(-c2ccccc2)nc1OCc1ccc(OCc2nc(-c3ccco3)oc2C)c(OC)c1. As a reaction SMILES: [Br-:43].[CH2:44]([CH3:45])[Mg+:46].[ClH:47].[O:48]1[CH2:49][CH2:50][CH2:51][CH2:52]1.[o:1]1[c:2](-[c:6]2[o:7][c:8]([CH3:42])[c:9]([CH2:11][O:12][c:13]3[c:14]([O:40][CH3:41])[cH:15][c:16]([CH2:17][O:18][c:19]4[n:20][n:21](-[c:32]5[cH:33][cH:34][cH:35][cH:36][cH:37]5)[cH:22][c:23]4[CH:24]=[CH:25][C:26](=[O:27])[N:28]([O:29][CH3:30])[CH3:31])[cH:38][cH:39]3)[n:10]2)[cH:3][cH:4][cH:5]1>>[o:1]1[c:2](-[c:6]2[o:7][c:8]([CH3:42])[c:9]([CH2:11][O:12][c:13]3[c:14]([O:40][CH3:41])[cH:15][c:16]([CH2:17][O:18][c:19]4[n:20][n:21](-[c:32]5[cH:33][cH:34][cH:35][cH:36][cH:37]5)[cH:22][c:23]4[CH:24]=[CH:25][C:26](=[O:27])[CH2:44][CH3:45])[cH:38][cH:39]3)[n:10]2)[cH:3][cH:4][cH:5]1.